This data is from the Open Reaction Database (ORD), a public repository of structured organic reaction records. The task is: describe an organic reaction: reactants, conditions, products, and yield Reactants: BrC(c1ccccc1)c1ccccc1, OCCCN1CCN(C(c2ccc(F)cc2)c2ccccc2Cl)CC1, O. Yields the product Fc1ccc(C(c2ccccc2Cl)N2CCN(CCCOC(c3ccccc3)c3ccccc3)CC2)cc1. RXN SMILES: [CH:1]([c:2]1[cH:3][cH:4][cH:5][cH:6][cH:7]1)([c:8]1[cH:9][cH:10][cH:11][cH:12][cH:13]1)[Br:14].[Cl:15][c:16]1[c:17]([CH:22]([N:23]2[CH2:24][CH2:25][N:26]([CH2:29][CH2:30][CH2:31][OH:32])[CH2:27][CH2:28]2)[c:33]2[cH:34][cH:35][c:36]([F:39])[cH:37][cH:38]2)[cH:18][cH:19][cH:20][cH:21]1.[OH2:40]>>[CH:1]([c:2]1[cH:3][cH:4][cH:5][cH:6][cH:7]1)([c:8]1[cH:9][cH:10][cH:11][cH:12][cH:13]1)[O:32][CH2:31][CH2:30][CH2:29][N:26]1[CH2:25][CH2:24][N:23]([CH:22]([c:17]2[c:16]([Cl:15])[cH:21][cH:20][cH:19][cH:18]2)[c:33]2[cH:34][cH:35][c:36]([F:39])[cH:37][cH:38]2)[CH2:28][CH2:27]1. Starting materials: COC(CCCCCCN1[C@H](CCC1=O)C=O)=O (7-((R)-2-formyl-5-oxo-pyrrolidin-1-yl)-heptanoic acid methyl ester), [H-].[Na+] (NaH), COP(OC)(=O)CC(=O)C1=CC(=CC=C1)Br ([2-(3-bromo-phenyl)-2-oxo-ethyl]-phosphonic acid dimethyl ester). The solvent is COCCOC (DME), COCCOC (ethylene glycol dimethyl ether). Reaction conditions: time 1 hour. The product is Hexane(1), COC(CCCCCCN1[C@H](CCC1=O)\C=C\C(=O)C1=CC(=CC=C1)Br)=O (7-{(R)-2-[(E)-3-(3-bromo-phenyl)-3-oxo-propenyl]-5-oxo-pyrrolidin-1-yl}-heptanoic acid methyl ester). Isolated yield 65.0%. As a reaction SMILES: [H-].[Na+].COP([CH2:9][C:10]([C:12]1[CH:17]=[CH:16][CH:15]=[C:14]([Br:18])[CH:13]=1)=[O:11])(=O)OC.[CH3:19][O:20][C:21](=[O:36])[CH2:22][CH2:23][CH2:24][CH2:25][CH2:26][CH2:27][N:28]1[C:32](=[O:33])[CH2:31][CH2:30][C@@H:29]1[CH:34]=O>COCCOC>[CH3:19][O:20][C:21](=[O:36])[CH2:22][CH2:23][CH2:24][CH2:25][CH2:26][CH2:27][N:28]1[C:32](=[O:33])[CH2:31][CH2:30][C@@H:29]1/[CH:34]=[CH:9]/[C:10]([C:12]1[CH:17]=[CH:16][CH:15]=[C:14]([Br:18])[CH:13]=1)=[O:11] |f:0.1|. Reported procedure: To a solution of NaH (0.14 g, 1 eq) in 30 mL of ethylene glycol dimethyl ether stirred at 0° C. under nitrogen was added [2-(3-bromo-phenyl)-2-oxo-ethyl]-phosphonic acid dimethyl ester (1.82 g, 1.05 eq). After 1 hour at 0° C., 7-((R)-2-formyl-5-oxo-pyrrolidin-1-yl)-heptanoic acid methyl ester (1.44 g, 5.64 mmol) in 2 mL of DME was added slowly. The ice bath was removed and then the mixture was stirred for an additional 3 hours at room temperature. Saturated ammonium chloride solution was added a... Starting materials: CN1N=NN=C1SCC=1CS[C@H]2N(C1C(=O)O)C(C2NC(C(=NO)C=2N=C(SC2)NC(C2=CC=CC=C2)(C2=CC=CC=C2)C2=CC=CC=C2)=O)=O (3-[(1-methyl-5-tetrazolyl)-thiomethyl]-7-[2-(2-tritylamino-4-thiazolyl)-2-hydroxyimino-acetamido]-ceph-3-eme-4-carboxylic acid), C(=O)O (formic acid), O (water), 1-1. Run in C(Cl)Cl.C(C)O (methylene chloride ethanol). Run at time 10 minute. Product: CN1N=NN=C1SCC=1CS[C@H]2N(C1C(=O)O)C(C2NC(C(=NO)C=2N=C(SC2)N)=O)=O (3-[(1-methyl-5-tetrazolyl)-thiomethyl]-7-[2-(2-amino-4-thiazolyl)-2-hydroxyimino-acetamido]-ceph-3-eme-4-carboxylic acid). As a reaction SMILES: [CH3:1][N:2]1[C:6]([S:7][CH2:8][C:9]2[CH2:10][S:11][C@@H:12]3[CH:19]([NH:20][C:21](=[O:50])[C:22]([C:25]4[N:26]=[C:27]([NH:30]C(C5C=CC=CC=5)(C5C=CC=CC=5)C5C=CC=CC=5)[S:28][CH:29]=4)=[N:23][OH:24])[C:18](=[O:51])[N:13]3[C:14]=2[C:15]([OH:17])=[O:16])=[N:5][N:4]=[N:3]1.C(O)=O.O>C(Cl)Cl.C(O)C>[CH3:1][N:2]1[C:6]([S:7][CH2:8][C:9]2[CH2:10][S:11][C@@H:12]3[CH:19]([NH:20][C:21](=[O:50])[C:22]([C:25]4[N:26]=[C:27]([NH2:30])[S:28][CH:29]=4)=[N:23][OH:24])[C:18](=[O:51])[N:13]3[C:14]=2[C:15]([OH:17])=[O:16])=[N:5][N:4]=[N:3]1 |f:3.4|. Procedure: A mixture of the product of Step B and 4 ml formic acid containing 1/3 volume of water was stirred for 10 minutes and was then evaporated to dryness. The residue was triturated with 10 ml of water and was then vacuum filtered. The solid was washed with water and empasted with ether to remove triphenyl carbinol. The raw product was dissolved in 15 ml of acetone containing 20% water and the mixture was vacuum filtered. The product was triturated with 10 ml of ethanol to obtain 1 g of raw product w... The reactants are O=C([O-])[O-], CCC(C)=O, [I-], [K+], [K+], [K+], Oc1cccc2ccccc12, ClCCCN1CCN(c2ccccc2)CC1. Yields the product c1ccc(N2CCN(CCCOc3cccc4ccccc34)CC2)cc1. RXN SMILES: [C:12](=[O:13])([O-:14])[O-:15].[CH3:36][CH2:37][C:38](=[O:39])[CH3:40].[I-:35].[K+:16].[K+:17].[K+:34].[OH:1][c:2]1[cH:3][cH:4][cH:5][c:6]2[cH:7][cH:8][cH:9][cH:10][c:11]12.[c:18]1([N:24]2[CH2:25][CH2:26][N:27]([CH2:30][CH2:31][CH2:32][Cl:33])[CH2:28][CH2:29]2)[cH:19][cH:20][cH:21][cH:22][cH:23]1>>[O:1]([c:2]1[cH:3][cH:4][cH:5][c:6]2[cH:7][cH:8][cH:9][cH:10][c:11]12)[CH2:32][CH2:31][CH2:30][N:27]1[CH2:26][CH2:25][N:24]([c:18]2[cH:19][cH:20][cH:21][cH:22][cH:23]2)[CH2:29][CH2:28]1. Starting materials: ClC=1SC2=C3C(=C(C=NC3=CC=C2N1)C(=O)OCC)O (ethyl 2-chloro-9-hydroxythiazolo- [5,4-f]quinoline-8-carboxylate), P(=O)(Cl)(Cl)Cl (phosphorus oxychloride). Solvent: ClC(C)Cl (dichloroethane). Product: ClC=1SC2=C3C(=C(C=NC3=CC=C2N1)C(=O)OCC)Cl (Ethyl 2,9-Dichlorothiazolo [5,4-f]quinoline-8-carboxylate). RXN SMILES: [Cl:1][C:2]1[S:3][C:4]2[C:13]([N:14]=1)=[CH:12][CH:11]=[C:10]1[C:5]=2[C:6](O)=[C:7]([C:15]([O:17][CH2:18][CH3:19])=[O:16])[CH:8]=[N:9]1.P(Cl)(Cl)([Cl:23])=O>ClC(Cl)C>[Cl:1][C:2]1[S:3][C:4]2[C:13]([N:14]=1)=[CH:12][CH:11]=[C:10]1[C:5]=2[C:6]([Cl:23])=[C:7]([C:15]([O:17][CH2:18][CH3:19])=[O:16])[CH:8]=[N:9]1. Reported procedure: A mixture of 3.0 g of ethyl 2-chloro-9-hydroxythiazolo- [5,4-f]quinoline-8-carboxylate, 20 ml of phosphorus oxychloride and 300 ml of dichloroethane was refluxed for 8 hours. Reactants: C(C)(C)(C)C=1SC(=C(N1)C(=O)OC)CNC1=C(C(=CC=C1)C1=CN(C(C(=C1)NC1=NC=NC=C1)=O)C)CO[Si](C)(C)C(C)(C)C (Methyl 2-tert-Butyl-5-((2-((tert-butyldimethylsilyloxy)methyl)-3-(1-methyl-6-oxo-5-(pyrimidin-4-ylamino)-1,6-dihydropyridin-3-yl)phenylamino)-methyl)thiazole-4-carboxylate), [OH-].[Li+] (lithium hydroxide). The solvent is C(C)(C)O (isopropyl alcohol), O (water). Run at temperature 25 celsius, time 5 hour. The product is C(C)(C)(C)C=1SC(=C(N1)C(=O)O)CNC1=C(C(=CC=C1)C1=CN(C(C(=C1)NC1=NC=NC=C1)=O)C)CO[Si](C)(C)C(C)(C)C (2-tert-butyl-5-((2-((tert-butyldimethylsilyloxy)methyl)-3-(1-methyl-6-oxo-5-(pyrimidin-4-ylamino)-1,6-dihydropyridin-3-yl)phenylamino)methyl)thiazole-4-carboxylic acid). RXN SMILES: [C:1]([C:5]1[S:6][C:7]([CH2:14][NH:15][C:16]2[CH:21]=[CH:20][CH:19]=[C:18]([C:22]3[CH:27]=[C:26]([NH:28][C:29]4[CH:34]=[CH:33][N:32]=[CH:31][N:30]=4)[C:25](=[O:35])[N:24]([CH3:36])[CH:23]=3)[C:17]=2[CH2:37][O:38][Si:39]([C:42]([CH3:45])([CH3:44])[CH3:43])([CH3:41])[CH3:40])=[C:8]([C:10]([O:12]C)=[O:11])[N:9]=1)([CH3:4])([CH3:3])[CH3:2].[OH-].[Li+]>C(O)(C)C.O>[C:1]([C:5]1[S:6][C:7]([CH2:14][NH:15][C:16]2[CH:21]=[CH:20][CH:19]=[C:18]([C:22]3[CH:27]=[C:26]([NH:28][C:29]4[CH:34]=[CH:33][N:32]=[CH:31][N:30]=4)[C:25](=[O:35])[N:24]([CH3:36])[CH:23]=3)[C:17]=2[CH2:37][O:38][Si:39]([C:42]([CH3:45])([CH3:44])[CH3:43])([CH3:41])[CH3:40])=[C:8]([C:10]([OH:12])=[O:11])[N:9]=1)([CH3:4])([CH3:2])[CH3:3] |f:1.2|. Procedure: A mixture of methyl 2-tert-butyl-5-((2-((tert-butyldimethylsilyloxy)methyl)-3-(1-methyl-6-oxo-5-(pyrimidin-4-ylamino)-1,6-dihydropyridin-3-yl)phenylamino)-methyl)thiazole-4-carboxylate (125d) (590 mg, 0.9 mmol) and lithium hydroxide (1090 mg, 45 mmol) in isopropyl alcohol (20 mL) and water (20 mL) was stirred at 25° C. for 5 h. The reaction mixture was concentrated to about 50% of the original volume and acidified to pH˜4 with 1M HCl (aq.). It was then extracted with CH2Cl2:MeOH(−7:1). The organ... Reactants: CN(CCCCN=C=NCC)C ((4-dimethylamino-butyl)-ethyl-carbodiimide), C(C)(C)(C)OC(=O)NC(C(=O)O)CC1=C(C=C(C=C1C)C(N)=O)C (2-tert-Butoxycarbonylamino-3-(4-carbamoyl-2,6-dimethyl-phenyl)-propionic acid), ON1N=NC2=C1C=CC=C2 (1-hydroxybenzotriazole), C1(=CC=CC=C1)C=1N=C(NC1)C1NCCCC1 (2-(4-phenyl-1H-imidazol-2-yl)-piperidine), C(CC(O)(C(=O)O)CC(=O)O)(=O)O (citric acid). The solvent is CN(C)C=O (DMF). Run at temperature 0 celsius, time 16 hour. Product: C(C)(C)(C)OC(NC(C(N1C(CCCC1)C=1NC=C(N1)C1=CC=CC=C1)=O)CC1=C(C=C(C=C1C)C(N)=O)C)=O ({1-(4-carbamoyl-2,6-dimethyl-benzyl)-2-oxo-2-[2-(4-phenyl-1H-imidazol-2-yl)-piperidin-1-yl]-ethyl}-carbamic acid tert-butyl ester). Isolated yield 88.0%. As a reaction SMILES: [C:1]([O:5][C:6]([NH:8][CH:9]([CH2:13][C:14]1[C:19]([CH3:20])=[CH:18][C:17]([C:21](=[O:23])[NH2:22])=[CH:16][C:15]=1[CH3:24])[C:10](O)=[O:11])=[O:7])([CH3:4])([CH3:3])[CH3:2].ON1C2C=CC=CC=2N=N1.[C:35]1([C:41]2[N:42]=[C:43]([CH:46]3[CH2:51][CH2:50][CH2:49][CH2:48][NH:47]3)[NH:44][CH:45]=2)[CH:40]=[CH:39][CH:38]=[CH:37][CH:36]=1.CN(C)CCCCN=C=NCC.C(O)(=O)CC(CC(O)=O)(C(O)=O)O>CN(C=O)C>[C:1]([O:5][C:6](=[O:7])[NH:8][CH:9]([CH2:13][C:14]1[C:19]([CH3:20])=[CH:18][C:17]([C:21](=[O:23])[NH2:22])=[CH:16][C:15]=1[CH3:24])[C:10](=[O:11])[N:47]1[CH2:48][CH2:49][CH2:50][CH2:51][CH:46]1[C:43]1[NH:44][CH:45]=[C:41]([C:35]2[CH:40]=[CH:39][CH:38]=[CH:37][CH:36]=2)[N:42]=1)([CH3:3])([CH3:4])[CH3:2]. Reported procedure: 2-tert-Butoxycarbonylamino-3-(4-carbamoyl-2,6-dimethyl-phenyl)-propionic acid (0.42 g, 1.25 mmol) was dissolved in DMF (5 mL) followed by 1-hydroxybenzotriazole (0.34 g, 1.75 mmol), and the resulting solution was cooled to 0° C. To this reaction mixture was added 2-(4-phenyl-1H-imidazol-2-yl)-piperidine (0.31 g, 1.75 mmol) followed by (4-dimethylamino-butyl)-ethyl-carbodiimide (0.34 g, 1.75 mmol). The reaction was then warmed to room temperature and stirred for 16 hours. The reaction mixture was... Yield: 61.6%. Procedure: A suspension of 9-[(3aR,4R,6R,6aR)-6-(aminomethyl)-2,2-dimethyl-tetrahydro-2H-furo[3,4-d][1,3]dioxol-4-yl]-9H-purin-6-amine (5.00 g, 16.3 mmol), benzyl 3-(3-oxocyclobutyl)-propanoate (4.17 g, 18.0 mmol) and acetic acid (0.85 ml, 14.8 mmol) in DCE:iPrOH (7:2) (90 ml) was stirred at r.t. for 2 h. Sodium triacetoxyborohydride (4.40 g, 20.8 mmol) was added in portions and the mixture left to stir for 18 h at r.t. The reaction mixture was quenched with 1M Na2CO3 solution (10 ml) and the product was e... The reactants are C(C)(=O)O[BH-](OC(C)=O)OC(C)=O.[Na+] (Sodium triacetoxyborohydride), NC[C@H]1O[C@H]([C@H]2[C@@H]1OC(O2)(C)C)N2C1=NC=NC(=C1N=C2)N (9-[(3aR,4R,6R,6aR)-6-(aminomethyl)-2,2-dimethyl-tetrahydro-2H-furo[3,4-d][1,3]dioxol-4-yl]-9H-purin-6-amine), O=C1CC(C1)CCC(=O)OCC1=CC=CC=C1 (benzyl 3-(3-oxocyclobutyl)-propanoate), C(C)(=O)O (acetic acid). Product: NC1=C2N=CN(C2=NC=N1)[C@@H]1O[C@@H]([C@@H]2[C@H]1OC(O2)(C)C)CNC2CC(C2)CCC(=O)OCC2=CC=CC=C2 (Benzyl 3-[3-({[(3aR,4R,6R,6aR)-6-(6-amino-9H-purin-9-yl)-2,2-dimethyl-tetrahydro-2H-furo[3,4-d][1,3]dioxol-4-yl]methyl}amino)cyclobutyl]propanoate). Reaction SMILES: [NH2:1][CH2:2][C@@H:3]1[C@H:7]2[O:8][C:9]([CH3:12])([CH3:11])[O:10][C@H:6]2[C@H:5]([N:13]2[CH:21]=[N:20][C:19]3[C:14]2=[N:15][CH:16]=[N:17][C:18]=3[NH2:22])[O:4]1.O=[C:24]1[CH2:27][CH:26]([CH2:28][CH2:29][C:30]([O:32][CH2:33][C:34]2[CH:39]=[CH:38][CH:37]=[CH:36][CH:35]=2)=[O:31])[CH2:25]1.C(O)(=O)C.C(O[BH-](OC(=O)C)OC(=O)C)(=O)C.[Na+]>ClCCCl.CC(O)C>[NH2:22][C:18]1[N:17]=[CH:16][N:15]=[C:14]2[C:19]=1[N:20]=[CH:21][N:13]2[C@H:5]1[C@@H:6]2[O:10][C:9]([CH3:12])([CH3:11])[O:8][C@@H:7]2[C@@H:3]([CH2:2][NH:1][CH:24]2[CH2:27][CH:26]([CH2:28][CH2:29][C:30]([O:32][CH2:33][C:34]3[CH:35]=[CH:36][CH:37]=[CH:38][CH:39]=3)=[O:31])[CH2:25]2)[O:4]1 |f:3.4,5.6|. Run in ClCCCl.CC(C)O (DCE iPrOH). Conditions: time 2 hour. Reactants: C(=O)(C(F)(F)F)O (TFA), C(C)(C)(C)OC(=O)C1C(CC(C1)OC1=CC(=NC2=C(C(=CC=C12)OC)C)C1=NC(=CC=C1)C(C)C)C(NC1(C(C1)C=C)C(=O)OCC)=O (2-(1-ethoxycarbonyl-2-vinyl-cyclopropylcarbamoyl)-4-[2-(6-iso-propyl-pyridin-2-yl)-7-methoxy-8-methyl-quinolin-4-yloxy]-cyclopentanecarboxylic acid tert-butyl ester), C(C)[SiH](CC)CC (triethylsilane). The solvent is C(Cl)Cl (CH2Cl2). Run at time 2 hour. Yields the product C(C)OC(=O)C1(C(C1)C=C)NC(=O)C1C(CC(C1)OC1=CC(=NC2=C(C(=CC=C12)OC)C)C1=NC(=CC=C1)C(C)C)C(=O)O (2-(1-ethoxycarbonyl-2-vinylcyclopropylcarbamoyl)-4-[2-(6-iso-propyl-2-pyridyl)-7-methoxy-8-methylquinolin-4-yloxy]cyclopentanecarboxylic acid). Reaction SMILES: C(O)(C(F)(F)F)=O.C([O:12][C:13]([CH:15]1[CH2:19][CH:18]([O:20][C:21]2[C:30]3[C:25](=[C:26]([CH3:33])[C:27]([O:31][CH3:32])=[CH:28][CH:29]=3)[N:24]=[C:23]([C:34]3[CH:39]=[CH:38][CH:37]=[C:36]([CH:40]([CH3:42])[CH3:41])[N:35]=3)[CH:22]=2)[CH2:17][CH:16]1[C:43](=[O:55])[NH:44][C:45]1([C:50]([O:52][CH2:53][CH3:54])=[O:51])[CH2:47][CH:46]1[CH:48]=[CH2:49])=[O:14])(C)(C)C.C([SiH](CC)CC)C>C(Cl)Cl>[CH2:53]([O:52][C:50]([C:45]1([NH:44][C:43]([CH:16]2[CH2:17][CH:18]([O:20][C:21]3[C:30]4[C:25](=[C:26]([CH3:33])[C:27]([O:31][CH3:32])=[CH:28][CH:29]=4)[N:24]=[C:23]([C:34]4[CH:39]=[CH:38][CH:37]=[C:36]([CH:40]([CH3:42])[CH3:41])[N:35]=4)[CH:22]=3)[CH2:19][CH:15]2[C:13]([OH:14])=[O:12])=[O:55])[CH2:47][CH:46]1[CH:48]=[CH2:49])=[O:51])[CH3:54]. Procedure details: TFA (5 mL) was added at room temperature to a solution of 2-(1-ethoxycarbonyl-2-vinyl-cyclopropylcarbamoyl)-4-[2-(6-isopropyl-pyridin-2-yl)-7-methoxy-8-methyl-quinolin-4-yloxy]-cyclopentanecarboxylic acid tert-butyl ester (109, 590 mg, 0.90 mmol) and triethylsilane (280 mg, 2.5 eq) in CH2Cl2 (5 mL). After 2 h, the reaction mixture was concentrated under reduced pressure to afford the desired product 110, which was used in the next step without further purifications. The reactants are C(C1=CC=CC=C1)O[C@H]1[C@]2(O[C@@H]([C@H]([C@@H]1OCC1=CC=CC=C1)OCC1=CC=CC=C1)COCC1=CC=CC=C1)CC(C1=CC(=C(C=C12)CC1=CC=C(C=C1)CC)Cl)O ((1S,3′R,4′S,5′R,6′R)-3′,4′,5′-tris(benzyloxy)-6′-(benzyloxymethyl)-5-chloro-6-(4-ethylbenzyl)-2,3,3′,4′,5′,6′-hexahydrospiro[indene-1,2′-pyran]-3-ol), CC(=O)OI1(C=2C=CC=CC2C(=O)O1)(OC(=O)C)OC(=O)C (Dess-Martin reagent). Run in ClCCl (dichloromethane), ClCCl (dichloromethane). Run at time 3.5 hour. The product is C(C1=CC=CC=C1)O[C@H]1[C@]2(O[C@@H]([C@H]([C@@H]1OCC1=CC=CC=C1)OCC1=CC=CC=C1)COCC1=CC=CC=C1)CC(C1=CC(=C(C=C12)CC1=CC=C(C=C1)CC)Cl)=O ((1S,3′R,4′S,5′R,6′R)-3′,4′,5′-tris(benzyloxy)-6′-(benzyloxymethyl)-5-chloro-6-(4-ethylbenzyl)-3′,4′,5′,6′-tetrahydrospiro[indene-1,2′-pyran]-3(2H)-one). Yield: 90.8%. Reaction SMILES: [CH2:1]([O:8][C@@H:9]1[C@@H:14]([O:15][CH2:16][C:17]2[CH:22]=[CH:21][CH:20]=[CH:19][CH:18]=2)[C@H:13]([O:23][CH2:24][C:25]2[CH:30]=[CH:29][CH:28]=[CH:27][CH:26]=2)[C@@H:12]([CH2:31][O:32][CH2:33][C:34]2[CH:39]=[CH:38][CH:37]=[CH:36][CH:35]=2)[O:11][C@:10]21[C:47]1[C:42](=[CH:43][C:44]([Cl:57])=[C:45]([CH2:48][C:49]3[CH:54]=[CH:53][C:52]([CH2:55][CH3:56])=[CH:51][CH:50]=3)[CH:46]=1)[CH:41]([OH:58])[CH2:40]2)[C:2]1[CH:7]=[CH:6][CH:5]=[CH:4][CH:3]=1.CC(OI1(OC(C)=O)(OC(C)=O)OC(=O)C2C=CC=CC1=2)=O>ClCCl>[CH2:1]([O:8][C@@H:9]1[C@@H:14]([O:15][CH2:16][C:17]2[CH:18]=[CH:19][CH:20]=[CH:21][CH:22]=2)[C@H:13]([O:23][CH2:24][C:25]2[CH:30]=[CH:29][CH:28]=[CH:27][CH:26]=2)[C@@H:12]([CH2:31][O:32][CH2:33][C:34]2[CH:39]=[CH:38][CH:37]=[CH:36][CH:35]=2)[O:11][C@:10]21[C:47]1[C:42](=[CH:43][C:44]([Cl:57])=[C:45]([CH2:48][C:49]3[CH:50]=[CH:51][C:52]([CH2:55][CH3:56])=[CH:53][CH:54]=3)[CH:46]=1)[C:41](=[O:58])[CH2:40]2)[C:2]1[CH:7]=[CH:6][CH:5]=[CH:4][CH:3]=1. Procedure details: To a 0° C. solution of (1S,3′R,4′S,5′R,6′R)-3′,4′,5′-tris(benzyloxy)-6′-(benzyloxymethyl)-5-chloro-6-(4-ethylbenzyl)-2,3,3′,4′,5′,6′-hexahydrospiro[indene-1,2′-pyran]-3-ol (40 mg, 0.05 mmol) in dry dichloromethane (1.0 mL) was added dropwise a solution of Dess-Martin reagent (43 mg, 0.1 mmol) in 0.5 mL of dry dichloromethane. The reaction mixture was stirred for 3.5 h at room temperature and quenched by addition of 2 mL of 1 M aqueous NaOH solution when TLC showed the reaction was complete. The ...